From a dataset of the Open Reaction Database (ORD), a public repository of structured organic reaction records. describe an organic reaction: reactants, conditions, products, and yield Reactants: C(C)(C)(C)C=1N=C(C2=C(N1)N(N=N2)CC2=CC=C(C=C2)OC)N2CCOCC2 (4-(5-tert-butyl-3-(4-methoxy benzyl)-3H-[1,2,3]triazolo[4,5-d]pyrimidin-7-yl)morpholine), C(C)(C)(C)C=1N=C(C2=C(N1)N(N=N2)CC2=CC=C(C=C2)OC)Cl (5-tert-butyl-7-chloro-3-(4-methoxybenzyl)-3H-[1,2,3]triazolo[4,5-d]pyrimidine), C(C(=O)O)(=O)O.C1OCC12CNC2 (2-oxa-6-azaspiro[3.3]heptane oxalate). Yields the product C(C)(C)(C)C=1N=C(C2=C(N1)N(N=N2)CC2=CC=C(C=C2)OC)N2CC1(COC1)C2 (5-tert-Butyl-3-(4-methoxy-benzyl)-7-(2-oxa-6-aza-spiro[3.3]hept-6-yl)-3H-[1,2,3]triazolo[4,5-d]pyrimidine). As a reaction SMILES: [C:1]([C:5]1[N:6]=[C:7]([N:23]2[CH2:28]COC[CH2:24]2)[C:8]2[N:13]=[N:12][N:11]([CH2:14][C:15]3[CH:20]=[CH:19][C:18]([O:21][CH3:22])=[CH:17][CH:16]=3)[C:9]=2[N:10]=1)([CH3:4])([CH3:3])[CH3:2].C(C1N=C(Cl)C2N=NN(CC3C=[CH:47][C:46]([O:49][CH3:50])=CC=3)C=2N=1)(C)(C)C.C(O)(=O)C(O)=O.C1C2(CNC2)CO1>>[C:1]([C:5]1[N:6]=[C:7]([N:23]2[CH2:24][C:47]3([CH2:46][O:49][CH2:50]3)[CH2:28]2)[C:8]2[N:13]=[N:12][N:11]([CH2:14][C:15]3[CH:20]=[CH:19][C:18]([O:21][CH3:22])=[CH:17][CH:16]=3)[C:9]=2[N:10]=1)([CH3:3])([CH3:4])[CH3:2] |f:2.3|. Procedure: In analogy to the procedure described for the synthesis of 4-(5-tert-butyl-3-(4-methoxy benzyl)-3H-[1,2,3]triazolo[4,5-d]pyrimidin-7-yl)morpholine (example 58, step c), the title compound was prepared from 5-tert-butyl-7-chloro-3-(4-methoxybenzyl)-3H-[1,2,3]triazolo[4,5-d]pyrimidine and 2-oxa-6-azaspiro[3.3]heptane oxalate and used without further purification in the consecutive step. The reactants are ClC1=C(C=CC=C1Cl)N1CCN(CC1)CCCCOC1=CC=C2CCC(N(C2=C1)C(=O)OCCl)=O (chloromethyl 7-(4-(4-(2,3-dichlorophenyl)piperazin-1-yl)butoxy)-2-oxo-3,4-dihydroquinoline-1(2H)-carboxylate), C(CCC)(=O)O (butyric acid), C([O-])([O-])=O.[Cs+].[Cs+] (cesium carbonate). Run in C(C)(=O)OCC (ethyl acetate), CN(C=O)C (dimethyl formamide). Reaction conditions: time 8 hour. Yields the product ClC1=C(C=CC=C1Cl)N1CCN(CC1)CCCCOC1=CC=C2CCC(N(C2=C1)C(=O)OCOC(CCC)=O)=O (butyryloxymethyl 7-(4-(4-(2,3-dichlorophenyl)piperazin-1-yl)butoxy)-2-oxo-3,4-dihydroquinoline-1(2H)-carboxylate). RXN SMILES: [Cl:1][C:2]1[C:7]([Cl:8])=[CH:6][CH:5]=[CH:4][C:3]=1[N:9]1[CH2:14][CH2:13][N:12]([CH2:15][CH2:16][CH2:17][CH2:18][O:19][C:20]2[CH:29]=[C:28]3[C:23]([CH2:24][CH2:25][C:26](=[O:35])[N:27]3[C:30]([O:32][CH2:33]Cl)=[O:31])=[CH:22][CH:21]=2)[CH2:11][CH2:10]1.[C:36]([OH:41])(=[O:40])[CH2:37][CH2:38][CH3:39].C(=O)([O-])[O-].[Cs+].[Cs+]>CN(C)C=O.C(OCC)(=O)C>[Cl:1][C:2]1[C:7]([Cl:8])=[CH:6][CH:5]=[CH:4][C:3]=1[N:9]1[CH2:10][CH2:11][N:12]([CH2:15][CH2:16][CH2:17][CH2:18][O:19][C:20]2[CH:29]=[C:28]3[C:23]([CH2:24][CH2:25][C:26](=[O:35])[N:27]3[C:30]([O:32][CH2:33][O:41][C:36](=[O:40])[CH2:37][CH2:38][CH3:39])=[O:31])=[CH:22][CH:21]=2)[CH2:13][CH2:14]1 |f:2.3.4|. Procedure: To a solution of chloromethyl 7-(4-(4-(2,3-dichlorophenyl)piperazin-1-yl)butoxy)-2-oxo-3,4-dihydroquinoline-1(2H)-carboxylate (1.20 g, 2.22 mmol) in dimethyl formamide (20 mL) was added butyric acid (0.30 mL, 3.33 mmol) followed by cesium carbonate (542 mg, 1.67 mmol). The reaction was then stirred at ambient temperature overnight. The reaction was diluted with ethyl acetate (50 mL) and quenched with water/brine (1:1, 50 mL). The reaction was extracted with ethyl acetate (3×50 mL). The combined ... The reactants are CC1=C(C=C(C=C1)N)N (Four amine), C1CCOC1 (THF), C(C)#N (acetonitrile), amines. Yields the product CC1(NC(CCC1)(C)C)C (2,2,6,6-tetramethylpiperidine). As a reaction SMILES: [CH3:1][C:2]1[CH:7]=C[C:5](N)=[CH:4][C:3]=1N.[C:10](#[N:12])[CH3:11].[CH2:13]1COCC1>>[CH3:11][C:10]1([CH3:13])[CH2:5][CH2:4][CH2:3][C:2]([CH3:7])([CH3:1])[NH:12]1. Procedure details: Four amine bases were examined (Table 2) in THF or acetonitrile. Of the 4 amines examined, 2,2,6,6-tetramethylpiperidine gave the best results in both acetonitrile and THF (72%, 65%). Piperidine, which was used in the previous method, gave a low yield. Starting materials: P(=O)(Cl)(Cl)Cl (phosphorus oxychloride), [N+](=O)([O-])C1=CC=C(O1)C1=NN(C=C1C=O)C1=CC=CC=C1 (3-(5-nitro-2-furyl)-1-phenylpyrazole-4-carboxaldehyde), Cl.NO (hydroxylamine hydrochloride), C(C)(=O)[O-].[Na+] (sodium acetate), ice water. Solvent: CN(C=O)C (dimethylformamide). Conditions: time 1 hour. Product: [N+](=O)([O-])C1=CC=C(O1)C1=NN(C=C1C#N)C1=CC=CC=C1 (3-(5-nitro-2-furyl)-1-phenylpyrazole-4-carbonitrile). Yield: 98.0%. Reaction SMILES: [N+:1]([C:4]1[O:8][C:7]([C:9]2[C:13]([CH:14]=O)=[CH:12][N:11]([C:16]3[CH:21]=[CH:20][CH:19]=[CH:18][CH:17]=3)[N:10]=2)=[CH:6][CH:5]=1)([O-:3])=[O:2].Cl.[NH2:23]O.C([O-])(=O)C.[Na+].P(Cl)(Cl)(Cl)=O>CN(C)C=O>[N+:1]([C:4]1[O:8][C:7]([C:9]2[C:13]([C:14]#[N:23])=[CH:12][N:11]([C:16]3[CH:21]=[CH:20][CH:19]=[CH:18][CH:17]=3)[N:10]=2)=[CH:6][CH:5]=1)([O-:3])=[O:2] |f:1.2,3.4|. Procedure: Stir 5 g of 3-(5-nitro-2-furyl)-1-phenylpyrazole-4-carboxaldehyde together with 1.29 of hydroxylamine hydrochloride and 1.52 g of anhydrous sodium acetate in 15 ml of dimethylformamide for 1.5 hours at room temperature. Then add 2.85 g of phosphorus oxychloride dropwise to the resulting reaction mixture, the temperature of which rises to 40° C. Stir for 1 hour and then confirm that the reaction is complete by a thin layer chromatograph. Allow the solution to stand overnight and then pour onto 90... The reactants are NC=1C=CC(=C(C1)O)C (5-amino-2-methylphenol), O (water), C(O)([O-])=O.[Na+] (sodium hydrogen carbonate), ClC1=C(C(=O)Cl)C=CC=C1C(F)(F)F (2-chloro-3-(trifluoromethyl)benzoyl chloride). Solvent: O1CCCC1 (tetrahydrofuran), O1CCCC1 (tetrahydrofuran). The product is ClC1=C(C(=O)NC2=CC(=C(C=C2)C)O)C=CC=C1C(F)(F)F (2-chloro-N-(3-hydroxy-4-methylphenyl)-3-(trifluoromethyl)benzamide). Isolated yield 91.0%. RXN SMILES: [NH2:1][C:2]1[CH:3]=[CH:4][C:5]([CH3:9])=[C:6]([OH:8])[CH:7]=1.O.C(=O)([O-])O.[Na+].[Cl:16][C:17]1[C:25]([C:26]([F:29])([F:28])[F:27])=[CH:24][CH:23]=[CH:22][C:18]=1[C:19](Cl)=[O:20]>O1CCCC1>[Cl:16][C:17]1[C:25]([C:26]([F:27])([F:28])[F:29])=[CH:24][CH:23]=[CH:22][C:18]=1[C:19]([NH:1][C:2]1[CH:3]=[CH:4][C:5]([CH3:9])=[C:6]([OH:8])[CH:7]=1)=[O:20] |f:2.3|. Procedure: To a solution of 2-chloro-3-(trifluoromethyl)benzoic acid (5.26 g, 23.4 mmol) in tetrahydrofuran (50 mL) were added N,N-dimethylformamide (40 μL) and oxalyl chloride (2.8 mL, 31.9 mmol), and the mixture was stirred at room temperature for 2 hr. The solvent was evaporated under reduced pressure to give 2-chloro-3-(trifluoromethyl)benzoyl chloride. To a solution of 5-amino-2-methylphenol (2.62 g, 21.2 mmol) in tetrahydrofuran (20 mL) was added water (30 mL) in which sodium hydrogen carbonate (2.68... The reactants are ClC1=NC(=CC(=N1)Cl)Cl (2,4,6-trichloropyrimidine), C1(CC1)N (cyclopropylamine). The solvent is C(C)#N (acetonitrile). Run at time 30 minute. The product is C1(CC1)NC1=NC(=CC(=N1)NC1CC1)Cl (2,4-Di-cyclopropylamino-6-chloropyrimidine). As a reaction SMILES: Cl[C:2]1[N:7]=[C:6]([Cl:8])[CH:5]=[C:4](Cl)[N:3]=1.[CH:10]1([NH2:13])[CH2:12][CH2:11]1>C(#N)C>[CH:10]1([NH:13][C:2]2[N:3]=[C:4]([NH:13][CH:10]3[CH2:12][CH2:11]3)[CH:5]=[C:6]([Cl:8])[N:7]=2)[CH2:12][CH2:11]1. Procedure: A solution of 151.5 g (1 mol) of 2,4,6-trichloropyrimidine in 300 ml of acetonitrile is taken and 285 g (5 mols) of cyclopropylamine are added dropwise at 20°-30°, whilst cooling. The solution is warmed to 40° for 5 hours and to 70° for about 12 hours. The suspension is concentrated to dryness on a rotary evaporator and the residue is thoroughly stirred with 1,500 ml of methylene chloride and 1,000 ml of water for 30 minutes. The undissolved constituent is filtered off on a cloth filter. It cons...